This data is from the Open Reaction Database (ORD), a public repository of structured organic reaction records. The task is: describe an organic reaction: reactants, conditions, products, and yield Reactants: C1(=CC=CC=C1)[C@@H]1NC(OC1)=O ((S)-(+)-4-phenyl-2-oxazolidinone), C(CCC)[Li] (n-butyl lithium), C(\C=C\C1=CC=CC=C1)(=O)Cl (Trans-cinnamoylchloride). Run in C1CCOC1 (THF), C1CCOC1 (THF), C1CCOC1 (THF). Product: C1(=CC=CC=C1)[C@@H]1N(C(OC1)=O)C(\C=C\C1=CC=CC=C1)=O ((S)-4-phenyl-3-[(E)-(3-phenyl-acryloyl)]-oxazolidin-2-one). Yield: 97.3%. RXN SMILES: [C:1]1([C@H:7]2[CH2:11][O:10][C:9](=[O:12])[NH:8]2)[CH:6]=[CH:5][CH:4]=[CH:3][CH:2]=1.C([Li])CCC.[C:18](Cl)(=[O:27])/[CH:19]=[CH:20]/[C:21]1[CH:26]=[CH:25][CH:24]=[CH:23][CH:22]=1>C1COCC1>[C:1]1([C@H:7]2[CH2:11][O:10][C:9](=[O:12])[N:8]2[C:18](=[O:27])/[CH:19]=[CH:20]/[C:21]2[CH:26]=[CH:25][CH:24]=[CH:23][CH:22]=2)[CH:2]=[CH:3][CH:4]=[CH:5][CH:6]=1. Procedure details: To (S)-(+)-4-phenyl-2-oxazolidinone (9.88 g, 60 mmol) in THF (150 mL) at −78° C., was added n-butyl lithium (37.7 mL, 1.6M in hexanes, 60 mmol) over a period of 30 minutes. THF (50 mL) was added to the resultant thick suspension and the reaction mixture allowed warming up to facilitate stirring. Trans-cinnamoylchloride (11.5 g, 69 mmol) in THF (30 mL) was added dropwise. The reaction was stirred at room temperature overnight. The reaction mixture was quenched with a saturated ammonium chloride s... Starting materials: O=C([O-])[O-], CCOC(=O)CCc1cn(Cc2ccccc2)nc1O, CN(C)C=O, Cc1oc(-c2ccccc2)nc1COc1ccc(CCl)cn1, [K+], [K+], O. The product is CCOC(=O)CCc1cn(Cc2ccccc2)nc1OCc1ccc(OCc2nc(-c3ccccc3)oc2C)nc1. As a reaction SMILES: [C:43](=[O:44])([O-:45])[O-:46].[CH2:1]([c:2]1[cH:3][cH:4][cH:5][cH:6][cH:7]1)[n:8]1[n:9][c:10]([OH:20])[c:11]([CH2:13][CH2:14][C:15](=[O:16])[O:17][CH2:18][CH3:19])[cH:12]1.[CH3:49][N:50]([CH3:51])[CH:52]=[O:53].[Cl:21][CH2:22][c:23]1[cH:24][cH:25][c:26]([O:29][CH2:30][c:31]2[n:32][c:33](-[c:37]3[cH:38][cH:39][cH:40][cH:41][cH:42]3)[o:34][c:35]2[CH3:36])[n:27][cH:28]1.[K+:47].[K+:48].[OH2:54]>>[CH2:1]([c:2]1[cH:3][cH:4][cH:5][cH:6][cH:7]1)[n:8]1[n:9][c:10]([O:20][CH2:22][c:23]2[cH:24][cH:25][c:26]([O:29][CH2:30][c:31]3[n:32][c:33](-[c:37]4[cH:38][cH:39][cH:40][cH:41][cH:42]4)[o:34][c:35]3[CH3:36])[n:27][cH:28]2)[c:11]([CH2:13][CH2:14][C:15](=[O:16])[O:17][CH2:18][CH3:19])[cH:12]1. Procedure details: The title compound is prepared in 79% yield (1.27 g, colorless amorphous) from 1-(6-(3-fluorophenoxy)-5-methylpyridin-3-yl)ethanone (1.13 g, 4.61 mmol, Step-4) and (R)-2-methylpropane-2-sulfinamide (838 mg, 6.91 mmol) in a similar manner to Step-4 of Amine-1. Yields the product FC=1C=C(OC2=C(C=C(C=N2)C(C)N[S@](=O)C(C)(C)C)C)C=CC1 ((R)—N-(1 (6 (3 fluorophenoxy)-5-methylpyridin-3-yl)ethyl)-2-methylpropane-2-sulfinamide). Reactants: FC=1C=C(OC2=C(C=C(C=N2)C(C)=O)C)C=CC1 (1-(6-(3-fluorophenoxy)-5-methylpyridin-3-yl)ethanone), CC(C)(C)[S@@](=O)N ((R)-2-methylpropane-2-sulfinamide), Amine-1. The yield is 79.0%. RXN SMILES: [F:1][C:2]1[CH:3]=[C:4]([CH:16]=[CH:17][CH:18]=1)[O:5][C:6]1[N:11]=[CH:10][C:9]([C:12](=O)[CH3:13])=[CH:8][C:7]=1[CH3:15].[CH3:19][C:20]([S@:23]([NH2:25])=[O:24])([CH3:22])[CH3:21]>>[F:1][C:2]1[CH:3]=[C:4]([CH:16]=[CH:17][CH:18]=1)[O:5][C:6]1[N:11]=[CH:10][C:9]([CH:12]([NH:25][S@@:23]([C:20]([CH3:22])([CH3:21])[CH3:19])=[O:24])[CH3:13])=[CH:8][C:7]=1[CH3:15]. Reactants: 2-(chloroacethyl)furan, ClCC(=O)C1CC1 (chloroacetyl-cyclopropane), CC1=C(C(CCl)=O)C=CC=C1 (o-methylphenacyl chloride), 2-(chloroacethyl)thiophene, ClCC(=O)C1=CC(=C(C=C1)OC)OC (4-(chloroacetyl)-1,2-dimethoxybenzene). The product is C1(CCCC1)C(=O)CCl (Chloromethyl cyclopentyl ketone). Reaction SMILES: [Cl:1][CH2:2][C:3]([C:5]1[CH:10]=[CH:9][C:8](OC)=[C:7](OC)C=1)=[O:4].ClCC(C1CC1)=O.CC1C=CC=CC=1C(=O)CCl>>[CH:5]1([C:3]([CH2:2][Cl:1])=[O:4])[CH2:10][CH2:9][CH2:8][CH2:7]1. Reported procedure: In a manner similar to that described above, 2-(chloroacethyl)furan, 2-(chloroacethyl)thiophene, 4-(chloroacetyl)-1,2-dimethoxybenzene, chloroacetyl-cyclopropane, and o-methylphenacyl chloride were prepared. Reactants: BrC=1N=C(N(C1C1=NC=CC(=N1)NC[C@H](C)NC(OC(C)(C)C)=O)COCC[Si](C)(C)C)C1=CC=C(C=C1)C(F)(F)F ((S)-tert-butyl 1-(2-(4-bromo-2-(4-(trifluoromethyl)phenyl)-1-((2-(trimethylsilyl)ethoxy)methyl)-1H-imidazol-5-yl)pyrimidin-4-ylamino)propan-2-ylcarbamate). Run in Cl (HCl), CO (MeOH). Run at temperature 80 celsius, time 8 hour. The product is BrC=1N=C(NC1C1=NC=CC(=N1)NC[C@H](C)N)C1=CC=C(C=C1)C(F)(F)F ((S)—N1-(2-(4-bromo-2-(4-(trifluoromethyl)phenyl)-1H-imidazol-5-yl)pyrimidin-4-yl)propane-1,2-diamine). Isolated yield 129.5%. Reaction SMILES: [Br:1][C:2]1[N:3]=[C:4]([C:33]2[CH:38]=[CH:37][C:36]([C:39]([F:42])([F:41])[F:40])=[CH:35][CH:34]=2)[N:5](COCC[Si](C)(C)C)[C:6]=1[C:7]1[N:12]=[C:11]([NH:13][CH2:14][C@@H:15]([NH:17]C(=O)OC(C)(C)C)[CH3:16])[CH:10]=[CH:9][N:8]=1>Cl.CO>[Br:1][C:2]1[N:3]=[C:4]([C:33]2[CH:38]=[CH:37][C:36]([C:39]([F:42])([F:40])[F:41])=[CH:35][CH:34]=2)[NH:5][C:6]=1[C:7]1[N:12]=[C:11]([NH:13][CH2:14][C@@H:15]([NH2:17])[CH3:16])[CH:10]=[CH:9][N:8]=1. Procedure: The mixture of (S)-tert-butyl 1-(2-(4-bromo-2-(4-(trifluoromethyl)phenyl)-1-((2-(trimethylsilyl)ethoxy)methyl)-1H-imidazol-5-yl)pyrimidin-4-ylamino)propan-2-ylcarbamate (0.14 g, 0.21 mmol) in concentrated HCl (0.24 mL) and MeOH (5 mL) was heated at 80° C. for 3 hours, then stirred at room temperature overnight. The reaction mixture was concentrated to a yellow solid to afford crude (S)—N1-(2-(4-bromo-2-(4-(trifluoromethyl)phenyl)-1H-imidazol-5-yl)pyrimidin-4-yl)propane-1,2-diamine (0.12 g) as th... Reactants: CC(=O)OCCOCn1cc(C)c(=O)[nH]c1=O, CO, ClC(Cl)Cl, Cl, Cc1c[nH]c(=O)[nH]c1=O. Yields the product Cc1cn(COCCO)c(=O)[nH]c1=O. As a reaction SMILES: [C:1](=[O:2])([CH3:3])[O:4][CH2:5][CH2:6][O:7][CH2:8][n:9]1[c:10](=[O:11])[nH:12][c:13](=[O:14])[c:15]([CH3:16])[cH:17]1.[CH3:32][OH:33].[Cl:19][CH:20]([Cl:21])[Cl:22].[ClH:18].[nH:23]1[cH:24][c:25]([CH3:26])[c:27](=[O:28])[nH:29][c:30]1=[O:31]>>[OH:4][CH2:5][CH2:6][O:7][CH2:8][n:9]1[c:10](=[O:11])[nH:12][c:13](=[O:14])[c:15]([CH3:16])[cH:17]1. The reactants are C1CCNCC1, CC(Cl)Cl, [Na], CC(C)N1CCN(C(=O)c2ccc(C(O)S(=O)(=O)O)cc2)CC1. Product: CC(C)N1CCN(C(=O)c2ccc(CN3CCCCC3)cc2)CC1. As a reaction SMILES: [CH2:25]1[CH2:26][CH2:27][NH:28][CH2:29][CH2:30]1.[Cl:31][CH:32]([Cl:33])[CH3:34].[Na:1].[OH:2][CH:3]([S:4]([OH:5])(=[O:6])=[O:7])[c:8]1[cH:9][cH:10][c:11]([C:14](=[O:15])[N:16]2[CH2:17][CH2:18][N:19]([CH:22]([CH3:23])[CH3:24])[CH2:20][CH2:21]2)[cH:12][cH:13]1>>[CH2:3]([c:8]1[cH:9][cH:10][c:11]([C:14](=[O:15])[N:16]2[CH2:17][CH2:18][N:19]([CH:22]([CH3:23])[CH3:24])[CH2:20][CH2:21]2)[cH:12][cH:13]1)[N:28]1[CH2:27][CH2:26][CH2:25][CH2:30][CH2:29]1. The reactants are NC=1SC2=C(N1)CC(CC2(C)C)(C)C (2-Amino-5,5,7,7-tetramethyl-4,5,6,7-tetrahydrobenzothiazole), [O-]C#N.[K+] (potassium cyanate), C(C)(=O)O (acetic acid). Solvent: O (Water). Run at time 1 hour. Yields the product CC1(CC(C2=C(N=C(S2)NC(=O)N)C1)(C)C)C (N-(5,5,7,7-TETRAMETHYL-4,5,6,7-TETRAHYDROBENZOTHIAZOL-2-YL)UREA), N-(5,5,7,7-tetramethyl-4-5,6,7-tetrahydrobenzothiazol-2-yl)urea. As a reaction SMILES: [NH2:1][C:2]1[S:3][C:4]2[C:10]([CH3:12])([CH3:11])[CH2:9][C:8]([CH3:14])([CH3:13])[CH2:7][C:5]=2[N:6]=1.[O-:15][C:16]#[N:17].[K+].C(O)(=O)C>O>[CH3:13][C:8]1([CH3:14])[CH2:7][C:5]2[N:6]=[C:2]([NH:1][C:16]([NH2:17])=[O:15])[S:3][C:4]=2[C:10]([CH3:12])([CH3:11])[CH2:9]1 |f:1.2|. Procedure: 2-Amino-5,5,7,7-tetramethyl-4,5,6,7-tetrahydrobenzothiazole (0.3mole), potassium cyanate (0.3 mole) and concentrated acetic acid (90 ml) are charged into a glass reaction vessel fitted with a mechanical stirrer and thermometer. A mild exotherm is noted at the beginning of the reaction. Stirring is continued for a period of about 1 hour with no external heating. Water (90 ml) is added and the resulting mixture filtered. The filtered-off solids are recrystallized from methanol to yield the desired... Reactants: C1CCOC1, CO, CC(=O)c1cccc(SC(F)(F)F)c1, O. Product: CC(=O)c1cccc(S(=O)C(F)(F)F)c1. As a reaction SMILES: [CH2:17]1[O:18][CH2:19][CH2:20][CH2:21]1.[CH3:15][OH:16].[F:1][C:2]([F:3])([F:4])[S:5][c:6]1[cH:7][c:8]([C:12]([CH3:13])=[O:14])[cH:9][cH:10][cH:11]1.[OH2:22]>>[F:1][C:2]([F:3])([F:4])[S:5]([c:6]1[cH:7][c:8]([C:12]([CH3:13])=[O:14])[cH:9][cH:10][cH:11]1)=[O:16]. The reactants are CC1N(CCC(C1)=O)C(=O)OC(C)(C)C (tert-butyl 2-methyl-4-oxopiperidine-1-carboxylate), [BH4-].[Na+] (sodium borohydride). Solvent: CO (MeOH). Conditions: temperature 0 celsius, time 1 hour. Product: OC1CC(N(CC1)C(=O)OC(C)(C)C)C (tert-butyl 4-hydroxy-2-methylpiperidine-1-carboxylate). Isolated yield 101.5%. Reaction SMILES: [CH3:1][CH:2]1[CH2:7][C:6](=[O:8])[CH2:5][CH2:4][N:3]1[C:9]([O:11][C:12]([CH3:15])([CH3:14])[CH3:13])=[O:10].[BH4-].[Na+]>CO>[OH:8][CH:6]1[CH2:5][CH2:4][N:3]([C:9]([O:11][C:12]([CH3:15])([CH3:14])[CH3:13])=[O:10])[CH:2]([CH3:1])[CH2:7]1 |f:1.2|. Reported procedure: To a solution of tert-butyl 2-methyl-4-oxopiperidine-1-carboxylate (727 mg, 3.41 mmol, Small Molecules Inc.) in MeOH (6.0 mL) at 0° C. was added sodium borohydride (193 mg, 5.11 mmol, Aldrich) in several portions. The reaction mixture was stirred at 0° C. for 1 hr and warmed up to room temperature and continuously stirred for another 2.5 hrs. The resulting mixture was then quenched with saturated NH4Cl aqueous solution and evaporated under reduced pressure to remove MeOH followed by extraction w...